This data is from the Open Reaction Database (ORD), a public repository of structured organic reaction records. The task is: describe an organic reaction: reactants, conditions, products, and yield Starting materials: C(C1=CC=CC=C1)N1CC(CC1)=O (1-benzyl-3-pyrrolidinone), (S)-α-phenethylamine, cell-dispersion solution, CC1=C(C(=C(C=N1)COP(=O)(O)O)C=O)O (pyridoxal phosphate), P(=O)([O-])([O-])[O-].[K+].[K+].[K+] (potassium phosphate). The solvent is O (water). The product is C(C1=CC=CC=C1)N1CC(CC1)N (1-benzyl-3-aminopyrrolidine). RXN SMILES: [CH2:1]([N:8]1[CH2:12][CH2:11][C:10](=O)[CH2:9]1)[C:2]1[CH:7]=[CH:6][CH:5]=[CH:4][CH:3]=1.CC1[N:20]=CC(COP(O)(O)=O)=C(C=O)C=1O.P([O-])([O-])([O-])=O.[K+].[K+].[K+]>O>[CH2:1]([N:8]1[CH2:12][CH2:11][CH:10]([NH2:20])[CH2:9]1)[C:2]1[CH:7]=[CH:6][CH:5]=[CH:4][CH:3]=1 |f:2.3.4.5|. Procedure: In the same manner as in Example 12, a cell-dispersion solution was prepared. Into a flask in which substrates, that is, 900 mg of 1-benzyl-3-pyrrolidinone and 928.2 mg of (S)-α-phenethylamine were added in advance, 3 ml of the cell-dispersion solution, 3.7 mg of pyridoxal phosphate, and 3 mL of a 1M potassium phosphate buffer (pH 6.8) were introduced. The whole volume was adjusted to 30 mL by adding deionized water therein. This was reacted at 30° C. for 16 hours with stirring. After the reacti... Starting materials: C1(=CC=CC=C1)C1=NC=C(C=N1)CO ((2-Phenylpyrimidin-5-yl)methanol), S(=O)(Cl)Cl (thionyl chloride), C(O)([O-])=O.[Na+] (sodium hydrogen carbonate). Run in ClCCl (dichloromethane). Conditions: temperature 0 celsius, time 2 hour. Yields the product ClCC=1C=NC(=NC1)C1=CC=CC=C1 (5-(chloromethyl)-2-phenylpyrimidine). Yield: 95.1%. RXN SMILES: [C:1]1([C:7]2[N:12]=[CH:11][C:10]([CH2:13]O)=[CH:9][N:8]=2)[CH:6]=[CH:5][CH:4]=[CH:3][CH:2]=1.S(Cl)([Cl:17])=O.C(=O)([O-])O.[Na+]>ClCCl>[Cl:17][CH2:13][C:10]1[CH:9]=[N:8][C:7]([C:1]2[CH:6]=[CH:5][CH:4]=[CH:3][CH:2]=2)=[N:12][CH:11]=1 |f:2.3|. Reported procedure: (2-Phenylpyrimidin-5-yl)methanol (1.75 g) synthesized in Reference Example 30 was dissolved in dichloromethane (20 mL) and, after ice-cooling, thionyl chloride (1.45 g) was added thereto, and the mixture was stirred at 0° C. for 2 hr. Saturated aqueous sodium hydrogen carbonate solution was added to the reaction mixture, and the mixture was extracted with dichloromethane. The organic layer was washed with saturated brine and dried over anhydrous sodium sulfate. The solvent was evaporated under r... Starting materials: COc1ncc(-c2cccc(NC(=O)c3ccc(C(C)(C)C)cc3)c2C)cc1Nc1ccc(N2CCOCC2)nn1, Cl, [Na+], C1COCCO1, [OH-], O. Product: Cc1c(NC(=O)c2ccc(C(C)(C)C)cc2)cccc1-c1c[nH]c(=O)c(Nc2ccc(N3CCOCC3)nn2)c1. Reaction SMILES: [C:1]([CH3:2])([CH3:3])([CH3:4])[c:5]1[cH:6][cH:7][c:8]([C:9](=[O:10])[NH:11][c:12]2[c:13]([CH3:39])[c:14](-[c:18]3[cH:19][n:20][c:21]([O:37][CH3:38])[c:22]([NH:24][c:25]4[n:26][n:27][c:28]([N:31]5[CH2:32][CH2:33][O:34][CH2:35][CH2:36]5)[cH:29][cH:30]4)[cH:23]3)[cH:15][cH:16][cH:17]2)[cH:40][cH:41]1.[ClH:48].[Na+:50].[O:42]1[CH2:43][CH2:44][O:45][CH2:46][CH2:47]1.[OH-:49].[OH2:51]>>[C:1]([CH3:2])([CH3:3])([CH3:4])[c:5]1[cH:6][cH:7][c:8]([C:9](=[O:10])[NH:11][c:12]2[c:13]([CH3:39])[c:14](-[c:18]3[cH:19][nH:20][c:21](=[O:37])[c:22]([NH:24][c:25]4[n:26][n:27][c:28]([N:31]5[CH2:32][CH2:33][O:34][CH2:35][CH2:36]5)[cH:29][cH:30]4)[cH:23]3)[cH:15][cH:16][cH:17]2)[cH:40][cH:41]1. Yields the product CC(C)(C)CNc1nc(Cl)ncc1CN=[N+]=[N-]. As a reaction SMILES: [CH3:25][CH2:26][O:27][C:28](=[O:29])[CH3:30].[Cl:1][c:2]1[n:3][cH:4][c:5]([CH2:14][Cl:15])[c:6]([NH:8][CH2:9][C:10]([CH3:11])([CH3:12])[CH3:13])[n:7]1.[N-:16]=[N+:17]=[N-:18].[Na+:19].[O:20]=[CH:21][N:22]([CH3:23])[CH3:24]>>[Cl:1][c:2]1[n:3][cH:4][c:5]([CH2:14][N:16]=[N+:17]=[N-:18])[c:6]([NH:8][CH2:9][C:10]([CH3:11])([CH3:12])[CH3:13])[n:7]1. Starting materials: CCOC(C)=O, CC(C)(C)CNc1nc(Cl)ncc1CCl, [N-]=[N+]=[N-], [Na+], CN(C)C=O.